This data is from the Open Reaction Database (ORD), a public repository of structured organic reaction records. The task is: describe an organic reaction: reactants, conditions, products, and yield Starting materials: O=C(C=1SC=CC1)N(C(C)C)C(C)C. The reagents and catalysts are O=C1C=CC=2C=CC=C(C3=CN=C(C=C3)C=4N=CC=CC4)C2N1, O1B(OC(C)(C)C1(C)C)B2OC(C)(C)C(O2)(C)C, C[OH2+].C[OH2+].C1CC=CCCC=C1.C1CC=CCCC=C1.[Ir].[Ir], [K].OC(C)(C)C. The solvent is O1CCCC1. Conditions: temperature 80 celsius, time 12 hour. Yields the product O=C(C=1SC(=CC1)B2OC(C)(C)C(O2)(C)C)N(C(C)C)C(C)C. Isolated yield 96.0%. Procedure details: In an argon filled glove box, a 5.0 mL wheaton microreactor was charged with [Ir(cod)(OMe)]2 (1.98 mg, 1.5 mol%), L1 ligand (2.1 mg, 3.5 mol%), B2pin2 (50.8 mg, 1.0 equiv.), KOtBu (1.0 mg, 4.5 mol%) and dry THF (1.0 mL). The reaction mixture was stirred for 2 minutes at room temperature. To this mixture, N,N-diisopropylthiophene-2-carboxamide (42.3 mg, 0.2 mmol) was added. The microreactor was capped with a teflon pressure cap and placed into pre-heated aluminum block at 80 oC. The reaction mixt... Starting materials: Cl, CC(=O)NCCCCn1cnc2c(N)nc(C)c(C)c21. Product: Cc1nc(N)c2ncn(CCCCN)c2c1C. As a reaction SMILES: [ClH:21].[NH2:1][c:2]1[n:3][c:4]([CH3:20])[c:5]([CH3:19])[c:6]2[c:7]1[n:8][cH:9][n:10]2[CH2:11][CH2:12][CH2:13][CH2:14][NH:15][C:16](=[O:17])[CH3:18]>>[NH2:1][c:2]1[n:3][c:4]([CH3:20])[c:5]([CH3:19])[c:6]2[c:7]1[n:8][cH:9][n:10]2[CH2:11][CH2:12][CH2:13][CH2:14][NH2:15].